This data is from the Open Reaction Database (ORD), a public repository of structured organic reaction records. The task is: describe an organic reaction: reactants, conditions, products, and yield Starting materials: C(=O)(O)[O-].[Na+] (NaHCO3), Cl.Cl.ClCCN(C1=CC=C(C=C1)N)CCCl (N,N-bis(2-chloroethyl)benzene-1,4-diamine dihydrochloride). Run in C1(=CC=CC=C1)C (toluene). Yields the product ClCCN(C1=CC=C(C=C1)N=C=O)CCCl (bis(2-chloroethyl)-4-isocyanatophenylamine), [N-]=C=O (isocyanate). RXN SMILES: [C:1]([O-:4])(O)=[O:2].[Na+].Cl.Cl.[Cl:8][CH2:9][CH2:10][N:11]([CH2:19][CH2:20][Cl:21])[C:12]1[CH:17]=[CH:16][C:15]([NH2:18])=[CH:14][CH:13]=1>C1(C)C=CC=CC=1>[Cl:8][CH2:9][CH2:10][N:11]([CH2:19][CH2:20][Cl:21])[C:12]1[CH:17]=[CH:16][C:15]([N:18]=[C:1]=[O:4])=[CH:14][CH:13]=1.[N-:11]=[C:19]=[O:2] |f:0.1,2.3.4|. Procedure: A saturated aqueous NaHCO3 solution was added slowly to a suspension of N,N-bis(2-chloroethyl)benzene-1,4-diamine dihydrochloride (37) (918 mg, 3.0 mmol) in dry toluene (30 mL) with stirring to neutralize to pH ˜7. The organic and water layer were separated and the water layer was extracted with toluene (3×10 mL). The organic layer and extracts were combined, dried over Na2SO4, and then added dropwise to a stirred solution of trichlorimethylchloroformate (593 mg, 365 μL, 3.0 mmol) in dry toluene...